From a dataset of the Open Reaction Database (ORD), a public repository of structured organic reaction records. describe an organic reaction: reactants, conditions, products, and yield Reactants: CC(C(=O)[O-])(C(=O)[O-])C.[Na+].[Na+] (sodium dimethylmalonate), CN1CCCC1=O (NMP), CN(C)C=O (DMF). Product: N1=CC=CC=2CC(NCC12)=O (7,8-Dihydro-1,7-naphthyridin-6(5H)-one), N1=CC=CC=2CCNCC12 (5,6,7,8-tetrahydro-1,7-naphthyridine), diester. RXN SMILES: [CH3:1][C:2]([CH3:9])([C:6]([O-])=O)[C:3]([O-])=O.[Na+].[Na+].[CH3:12][N:13]1[C:17](=O)[CH2:16][CH2:15][CH2:14]1.[CH3:19][N:20]([CH:22]=[O:23])[CH3:21]>>[N:13]1[C:6]2[CH2:19][NH:20][C:22](=[O:23])[CH2:3][C:2]=2[CH:9]=[CH:15][CH:14]=1.[N:13]1[C:12]2[CH2:22][NH:20][CH2:21][CH2:1][C:17]=2[CH:16]=[CH:15][CH:14]=1 |f:0.1.2|. Procedure: 7,8-Dihydro-1,7-naphthyridin-6(5H)-one of Formula I-m and 5,6,7,8-tetrahydro-1,7-naphthyridine of Formula I-n are synthesized as shown in Scheme 12. Compound LVII is reacted with 1 to 1.5 equivalents of sodium dimethylmalonate in a polar solvent such as NMP or DMF at from 50° C. to 110° C. to give diester of formula LVI. Decarboxylation of this material is accomplished by heating between 50° C. and 100° C. with 1 to 1.5 equivalents of lithium chloride in DMSO and 2 equivalents of water to give e... Starting materials: NC(C1=CC(=C(C=C1)NCC(=O)OC(C)(C)C)F)=NO (tert-butyl N-{4-[amino(hydroxyimino)methyl]-2-fluorophenyl}glycinate), CC1=C(C=CC(=C1)C(=O)O)C1=C(C=CC=C1)C (2,2′-dimethyl-1,1′-biphenyl-4-carboxylic acid). Yields the product CC1=C(C=CC(=C1)C1=NC(=NO1)C1=CC(=C(C=C1)NCC(=O)OC(C)(C)C)F)C1=C(C=CC=C1)C (tert-butyl N-{4-[5-(2,2′-dimethylbiphenyl-4-yl)-1,2,4-oxadiazol-3-yl]-2-fluorophenyl}glycinate). RXN SMILES: [NH2:1][C:2](=[N:19][OH:20])[C:3]1[CH:8]=[CH:7][C:6]([NH:9][CH2:10][C:11]([O:13][C:14]([CH3:17])([CH3:16])[CH3:15])=[O:12])=[C:5]([F:18])[CH:4]=1.[CH3:21][C:22]1[CH:27]=[C:26]([C:28](O)=O)[CH:25]=[CH:24][C:23]=1[C:31]1[CH:36]=[CH:35][CH:34]=[CH:33][C:32]=1[CH3:37]>>[CH3:21][C:22]1[CH:27]=[C:26]([C:28]2[O:20][N:19]=[C:2]([C:3]3[CH:8]=[CH:7][C:6]([NH:9][CH2:10][C:11]([O:13][C:14]([CH3:15])([CH3:16])[CH3:17])=[O:12])=[C:5]([F:18])[CH:4]=3)[N:1]=2)[CH:25]=[CH:24][C:23]=1[C:31]1[CH:36]=[CH:35][CH:34]=[CH:33][C:32]=1[CH3:37]. Procedure details: The title compound was prepared following procedure described for example 4, step 1, but starting from Intermediate 50 (141.65 mg; 0.50 mmol) and Intermediate 3 (135.76 mg; 0.60 mmol). The reaction mixture was filtered through a SPE NH2 column (2 g) and rinsed with ACN. The filtrate was passed through a SPE SCX column (2 g) and rinsed with ACN. After evaporation of the solvents, the crude product was purified by flash chromatography (c-hex/EtOAc: 9.5/0.5), affording the title compound as a color... Starting materials: O=C([O-])[O-], CC(=O)[O-], CC(=O)[O-], CN1CCCC1=O, CN(C)CC(=O)N1CC(C)(C)c2ccc(N3C(=O)N(Cc4ccnc(Cl)c4)C(C)(C)C3=O)cc21, ClCCl, [Cs+], [Cs+], Nc1cccnc1, [Pd+2]. As a reaction SMILES: [C:42](=[O:43])([O-:44])[O-:45].[C:58]([O-:59])(=[O:60])[CH3:61].[C:63]([O-:64])(=[O:65])[CH3:66].[CH3:48][N:49]1[CH2:50][CH2:51][CH2:52][C:53]1=[O:54].[Cl:1][c:2]1[n:3][cH:4][cH:5][c:6]([CH2:8][N:9]2[C:10](=[O:34])[N:11]([c:17]3[cH:18][cH:19][c:20]4[c:24]([cH:25]3)[N:23]([C:26]([CH2:27][N:28]([CH3:29])[CH3:30])=[O:31])[CH2:22][C:21]4([CH3:32])[CH3:33])[C:12](=[O:16])[C:13]2([CH3:14])[CH3:15])[cH:7]1.[Cl:55][CH2:56][Cl:57].[Cs+:46].[Cs+:47].[NH2:35][c:36]1[cH:37][n:38][cH:39][cH:40][cH:41]1.[Pd+2:62]>>[c:2]1([NH:35][c:36]2[cH:37][n:38][cH:39][cH:40][cH:41]2)[n:3][cH:4][cH:5][c:6]([CH2:8][N:9]2[C:10](=[O:34])[N:11]([c:17]3[cH:18][cH:19][c:20]4[c:24]([cH:25]3)[N:23]([C:26]([CH2:27][N:28]([CH3:29])[CH3:30])=[O:31])[CH2:22][C:21]4([CH3:32])[CH3:33])[C:12](=[O:16])[C:13]2([CH3:14])[CH3:15])[cH:7]1. Yields the product CN(C)CC(=O)N1CC(C)(C)c2ccc(N3C(=O)N(Cc4ccnc(Nc5cccnc5)c4)C(C)(C)C3=O)cc21. The reactants are Cn1c(C(=O)Cl)cc2c(OCc3ccccc3)cccc21, NC(CO)Cc1ccccc1. Reaction SMILES: [CH2:12]([c:13]1[cH:14][cH:15][cH:16][cH:17][cH:18]1)[O:19][c:20]1[c:21]2[cH:22][c:23]([C:30](=[O:31])[Cl:32])[n:24]([CH3:29])[c:25]2[cH:26][cH:27][cH:28]1.[NH2:1][CH:2]([CH2:3][OH:4])[CH2:5][c:6]1[cH:7][cH:8][cH:9][cH:10][cH:11]1>>[NH:1]([CH:2]([CH2:3][OH:4])[CH2:5][c:6]1[cH:7][cH:8][cH:9][cH:10][cH:11]1)[C:30]([c:23]1[cH:22][c:21]2[c:20]([O:19][CH2:12][c:13]3[cH:14][cH:15][cH:16][cH:17][cH:18]3)[cH:28][cH:27][cH:26][c:25]2[n:24]1[CH3:29])=[O:31]. The product is Cn1c(C(=O)NC(CO)Cc2ccccc2)cc2c(OCc3ccccc3)cccc21.